Task: describe an organic reaction: reactants, conditions, products, and yield. Dataset: the Open Reaction Database (ORD), a public repository of structured organic reaction records Starting materials: BrCC(=O)C1=C(C=C(C=C1)Br)OC (2,4′-dibromo-2′-methoxyacetophenone), C1(C=2C(C(N1)=O)=CC=CC2)=O.[K] (potassium phthalimide). The solvent is CN(C)C=O (DMF). Reaction conditions: time 3 hour. The product is BrC1=CC(=C(C=C1)C(CN1C(C=2C(C1=O)=CC=CC2)=O)=O)OC (4′-bromo-2′-methoxy-2-(phthalimido)acetophenone). Isolated yield 73.9%. RXN SMILES: Br[CH2:2][C:3]([C:5]1[CH:10]=[CH:9][C:8]([Br:11])=[CH:7][C:6]=1[O:12][CH3:13])=[O:4].[C:14]1(=[O:24])[NH:18][C:17](=[O:19])[C:16]2=[CH:20][CH:21]=[CH:22][CH:23]=[C:15]12.[K]>CN(C=O)C>[Br:11][C:8]1[CH:9]=[CH:10][C:5]([C:3](=[O:4])[CH2:2][N:18]2[C:17](=[O:19])[C:16]3=[CH:20][CH:21]=[CH:22][CH:23]=[C:15]3[C:14]2=[O:24])=[C:6]([O:12][CH3:13])[CH:7]=1 |f:1.2,^1:24|. Procedure: A solution of compound 6d (43.5 g) in anhydrous DMF (150 mL) was cooled to 5° C. To this solution was added potassium phthalimide (26.1 g, 141 mmol). After 5 min the cooling bath was removed and the reaction was allowed to stir at RT for 3 hr. The solvent was evaporated under vacuum to provide a tan solid. The solid was rinsed with 4:1 DCM/methanol and then water. The filter cake was slurried in toluene and evaporated to dryness to afford 4′-bromo-2′-methoxy-2-(phthalimido)acetophenone (compound... Reactants: CCOC(=O)C(C(=O)OCC)C(C)(C[S+](C)C)c1ccc(F)cc1, CC[O-], CCO, [Na+], Cc1ccc(S(=O)(=O)[O-])cc1. Product: CCOC(=O)C1(C(=O)OCC)CC1(C)c1ccc(F)cc1. RXN SMILES: [CH2:16]([CH3:17])[O:18][C:19](=[O:20])[CH:21]([C:22]([CH2:23][S+:24]([CH3:25])[CH3:26])([CH3:27])[c:28]1[cH:29][cH:30][c:31]([F:34])[cH:32][cH:33]1)[C:35](=[O:36])[O:37][CH2:38][CH3:39].[CH3:2][CH2:3][O-:4].[CH3:40][CH2:41][OH:42].[Na+:1].[c:5]1([CH3:6])[cH:7][cH:8][c:9]([S:10]([O-:11])(=[O:12])=[O:13])[cH:14][cH:15]1>>[CH2:16]([CH3:17])[O:18][C:19](=[O:20])[C:21]1([C:35](=[O:36])[O:37][CH2:38][CH3:39])[C:22]([CH3:27])([c:28]2[cH:29][cH:30][c:31]([F:34])[cH:32][cH:33]2)[CH2:23]1. The solvent is O1CCOCC1 (dioxane). Procedure details: Under an anhydrous condition, a solution containing 2.72 g of 3-acetoxymethyl-7-amino-3cephem-4-carboxylic acid and 1.8 g of 4,6-diamino-1-ethyl-2-(1H)-pyrimidinethione suspended in 20 ml of dry dioxane was cooled to 0° C.; and 3 ml of boron trifluoride diethylether was added. The temperature of the reaction solution was increased to 40° C.; the solution was stirred for one hour; and then 10 ml of methyl alcohol was added. The resultant solution was stirred for 10 minutes and was added with 30 m... Product: NC1[C@@H]2N(C(=C(CS2)CSC2=[N+](C(=CC(=N2)N)N)CC)C(=O)[O-])C1=O (7-amino-3-(4,6-diamino-1-ethylpyrimidinium-2-yl)thiomethyl-3-cephem-4-carboxylate). Reaction conditions: temperature 0 celsius, time 1 hour. Yield: 75.1%. RXN SMILES: C(O[CH2:5][C:6]1[CH2:7][S:8][C@@H:9]2[CH:16]([NH2:17])[C:15](=[O:18])[N:10]2[C:11]=1[C:12]([OH:14])=[O:13])(=O)C.[NH2:19][C:20]1[CH:25]=[C:24]([NH2:26])[N:23]([CH2:27][CH3:28])[C:22](=[S:29])[N:21]=1.CO.N>O1CCOCC1>[NH2:17][CH:16]1[C:15](=[O:18])[N:10]2[C:11]([C:12]([O-:14])=[O:13])=[C:6]([CH2:5][S:29][C:22]3[N:21]=[C:20]([NH2:19])[CH:25]=[C:24]([NH2:26])[N+:23]=3[CH2:27][CH3:28])[CH2:7][S:8][C@H:9]12. The reactants are N (ammonia), CO (methyl alcohol), C(C)(=O)OCC=1CS[C@H]2N(C1C(=O)O)C(C2N)=O (3-acetoxymethyl-7-amino-3cephem-4-carboxylic acid), NC1=NC(N(C(=C1)N)CC)=S (4,6-diamino-1-ethyl-2-(1H)-pyrimidinethione), resultant solution, boron trifluoride diethylether, ice water. Starting materials: ClC1=C(C=C(C=C1C1=CC=C(C=C1)C(F)(F)F)C1(CCC1)C(=O)OCC)OCC(F)(F)F (Ethyl 1-(6-chloro-5-(2,2,2-trifluoroethoxy)-4′-(trifluoromethyl)biphenyl-3-yl)cyclobutanecarboxylate), [Li+].[OH-] (LiOH). Solvent: CO.C1CCOC1.O (MeOH THF H2O). Reaction conditions: time 5 hour. Yields the product ClC1=C(C=C(C=C1C1=CC=C(C=C1)C(F)(F)F)C1(CCC1)C(=O)O)OCC(F)(F)F (1-(6-chloro-5-(2,2,2-trifluoroethoxy)-4′-(trifluoromethyl)biphenyl-3-yl)cyclobutanecarboxylic acid). The yield is 79.6%. As a reaction SMILES: [Cl:1][C:2]1[C:7]([C:8]2[CH:13]=[CH:12][C:11]([C:14]([F:17])([F:16])[F:15])=[CH:10][CH:9]=2)=[CH:6][C:5]([C:18]2([C:22]([O:24]CC)=[O:23])[CH2:21][CH2:20][CH2:19]2)=[CH:4][C:3]=1[O:27][CH2:28][C:29]([F:32])([F:31])[F:30].[Li+].[OH-]>CO.C1COCC1.O>[Cl:1][C:2]1[C:7]([C:8]2[CH:13]=[CH:12][C:11]([C:14]([F:17])([F:16])[F:15])=[CH:10][CH:9]=2)=[CH:6][C:5]([C:18]2([C:22]([OH:24])=[O:23])[CH2:21][CH2:20][CH2:19]2)=[CH:4][C:3]=1[O:27][CH2:28][C:29]([F:30])([F:31])[F:32] |f:1.2,3.4.5|. Procedure: Ethyl 1-(6-chloro-5-(2,2,2-trifluoroethoxy)-4′-(trifluoromethyl)biphenyl-3-yl)cyclobutanecarboxylate (0.1 g) dissolved in MeOH/THF/H2O (10 mL/10 mL/5 mL) and 70 mg LiOH added. The reaction mixture was stirred at room temperature for 5 h and concentrated under reduced pressure. Water (10 mL) was added and the reaction mixture was extracted with EtOAc (3×10 mL). The combined organic phases were dried over MgSO4, filtered and evaporated under reduced pressure. Purification by column chromatography ... Conditions: temperature 20 celsius. Reactants: ClC1=CC=C(C(=O)C=2C=C(C(=O)O)C=CC2)C=C1 (3-p-chloro benzoyl-benzoic acid), S(=O)(Cl)Cl (thionyl chloride). RXN SMILES: [Cl:1][C:2]1[CH:18]=[CH:17][C:5]([C:6]([C:8]2[CH:9]=[C:10]([CH:14]=[CH:15][CH:16]=2)[C:11](O)=[O:12])=[O:7])=[CH:4][CH:3]=1.S(Cl)([Cl:21])=O>>[Cl:1][C:2]1[CH:18]=[CH:17][C:5]([C:6]([C:8]2[CH:9]=[C:10]([CH:14]=[CH:15][CH:16]=2)[C:11]([Cl:21])=[O:12])=[O:7])=[CH:4][CH:3]=1. Reported procedure: 47 g of 3-p-chloro benzoyl-benzoic acid were added to 470 cc of thionyl chloride and the mixture was refluxed for 3 hours and then cooled to 20° C. The mixture was concentrated to dryness by distillation under reduced pressure to obtain a residue of 3-p-chlorobenzoyl-benzoic acid chloride which as far as is known is not described in the literature. 54.8 gm of the said acid chloride were added to 500 cc of methylene chloride and after cooling to 5° C., 1.5 liters of a solution of 15.2 g per liter... Product: ClC1=CC=C(C(=O)C=2C=C(C(=O)Cl)C=CC2)C=C1 (3-p-chlorobenzoyl-benzoic acid chloride). Starting materials: COC(=O)C1CN(CCC1N)C(=O)OC(C)(C)C (4-amino-piperidine-1,3-dicarboxylic acid 1-tert-butyl ester 3-methyl ester), Cl.CC1=NC2=CC=CC=C2C(=C1)COC1=CC=C(C=C1)S(=O)(=O)Cl (4-(2-methyl-quinolin-4-ylmethoxy)-benzenesulfonyl chloride hydrochloride), C(=O)(O)[O-].[Na+] (NaHCO3). Solvent: C(Cl)Cl (CH2Cl2), C(Cl)Cl (CH2Cl2), O (water). Reaction conditions: temperature 25 celsius. The product is COC(=O)C1CN(CCC1NS(=O)(=O)C1=CC=C(C=C1)OCC1=CC(=NC2=CC=CC=C12)C)C(=O)OC(C)(C)C (4-[4-(2-methyl-quinolin-4-ylmethoxy)-benzenesulfonylamino]-piperidine-1,3-dicarboxylic acid 1-tert-butyl ester 3-methyl ester). The yield is 55.0%. Reaction SMILES: [CH3:1][O:2][C:3]([CH:5]1[CH:10]([NH2:11])[CH2:9][CH2:8][N:7]([C:12]([O:14][C:15]([CH3:18])([CH3:17])[CH3:16])=[O:13])[CH2:6]1)=[O:4].Cl.[CH3:20][C:21]1[CH:30]=[C:29]([CH2:31][O:32][C:33]2[CH:38]=[CH:37][C:36]([S:39](Cl)(=[O:41])=[O:40])=[CH:35][CH:34]=2)[C:28]2[C:23](=[CH:24][CH:25]=[CH:26][CH:27]=2)[N:22]=1.C([O-])(O)=O.[Na+]>C(Cl)Cl.O>[CH3:1][O:2][C:3]([CH:5]1[CH:10]([NH:11][S:39]([C:36]2[CH:37]=[CH:38][C:33]([O:32][CH2:31][C:29]3[C:28]4[C:23](=[CH:24][CH:25]=[CH:26][CH:27]=4)[N:22]=[C:21]([CH3:20])[CH:30]=3)=[CH:34][CH:35]=2)(=[O:40])=[O:41])[CH2:9][CH2:8][N:7]([C:12]([O:14][C:15]([CH3:18])([CH3:17])[CH3:16])=[O:13])[CH2:6]1)=[O:4] |f:1.2,3.4|. Reported procedure: To a mixture of 4-amino-piperidine-1,3-dicarboxylic acid 1-tert-butyl ester 3-methyl ester (1.3 g, 5 mmol] and 4-(2-methyl-quinolin-4-ylmethoxy)-benzenesulfonyl chloride hydrochloride (1.9 g, 5.50 mmol) in CH2Cl2 (20 mL) was added saturated aqueous NaHCO3 (20 mL) at 0° C. The solution was allowed to warm to 25° C. over 19 h. The reaction was then further diluted in CH2Cl2 (100 mL) and water (30 mL). The organic layer was washed with water (2×50 mL). The organic layer was dried over MgSO4, filter...